This data is from the Open Reaction Database (ORD), a public repository of structured organic reaction records. The task is: describe an organic reaction: reactants, conditions, products, and yield Starting materials: COc1cccc2[nH]c(C)cc12, Fc1ccc(CCl)cc1, CN(C)C=O, O. Product: COc1cccc2c1cc(C)n2Cc1ccc(F)cc1. As a reaction SMILES: [CH3:1][O:2][c:3]1[c:4]2[cH:5][c:6]([CH3:12])[nH:7][c:8]2[cH:9][cH:10][cH:11]1.[F:13][c:14]1[cH:15][cH:16][c:17]([CH2:18][Cl:19])[cH:20][cH:21]1.[O:22]=[CH:23][N:24]([CH3:25])[CH3:26].[OH2:27]>>[CH3:1][O:2][c:3]1[c:4]2[cH:5][c:6]([CH3:12])[n:7]([CH2:18][c:17]3[cH:16][cH:15][c:14]([F:13])[cH:21][cH:20]3)[c:8]2[cH:9][cH:10][cH:11]1.